From a dataset of the Open Reaction Database (ORD), a public repository of structured organic reaction records. describe an organic reaction: reactants, conditions, products, and yield Starting materials: O (water), 190.5g, C(C1=CC=CC=C1)N=C(O)C1=NC=CC=C1C(=O)O (pyridine-2,3-dicarboxylic acid N-benzylimide), CI (methyl iodide). The solvent is [N+](=O)([O-])C (nitromethane). Reaction conditions: time 8 hour. Product: [I-].C(C1=CC=CC=C1)N=C(O)C1=[N+](C=CC=C1C(=O)O)C (1-Methyl-pyridinium-2,3-dicarboxylic acid N-benzylimide iodide). As a reaction SMILES: [CH2:1]([N:8]=[C:9]([C:11]1[C:16]([C:17]([OH:19])=[O:18])=[CH:15][CH:14]=[CH:13][N:12]=1)[OH:10])[C:2]1[CH:7]=[CH:6][CH:5]=[CH:4][CH:3]=1.[CH3:20][I:21].O>[N+](C)([O-])=O>[I-:21].[CH2:1]([N:8]=[C:9]([C:11]1[C:16]([C:17]([OH:19])=[O:18])=[CH:15][CH:14]=[CH:13][N+:12]=1[CH3:20])[OH:10])[C:2]1[CH:3]=[CH:4][CH:5]=[CH:6][CH:7]=1 |f:4.5|. Procedure: 190.5g (0.8 mol) of pyridine-2,3-dicarboxylic acid N-benzylimide are dissolved in 800 ml of nitromethane, while heating, and 136 g (0.96 mol) of methyl iodide are added dropwise. The mixture is then boiled for 8 hours while cooling under reflux (cooling water 0° C.). After cooling, the solid is filtered off with suction and washed with methylene chloride. 123 g of dark red crystals having a melting point of 162°-165° C. (decomposition) are obtained. Reactants: C(C)(=O)C=1C=NC2=CC=C(N=C2C1NC=1C=CC(=NC1)N1C[C@H](CCC1)NC(OC(C)(C)C)=O)Cl ((S)-tert-butyl (1-{5-[(3-acetyl-6-chloro-1,5-naphthyridin-4-yl)amino]pyridin-2-yl}piperidin-3-yl)carbamate), ClC1=C(C(=CC(=C1)B1OC(C(O1)(C)C)(C)C)F)O (2-chloro-6-fluoro-4-(4,4,5,5-tetramethyl-1,3,2-dioxaborolan-2-yl)phenol). Product: C(C)(=O)C=1C=NC2=CC=C(N=C2C1NC=1C=CC(=NC1)N1C[C@H](CCC1)NC(OC(C)(C)C)=O)C1=CC(=C(C(=C1)F)O)Cl ((S)-tert-Butyl [1-(5-{[3-acetyl-6-(3-chloro-5-fluoro-4-hydroxyphenyl)-1,5-naphthyridin-4-yl]amino}pyridin-2-yl)piperidin-3-yl]carbamate). Isolated yield 59.3%. RXN SMILES: [C:1]([C:4]1[CH:5]=[N:6][C:7]2[C:12]([C:13]=1[NH:14][C:15]1[CH:16]=[CH:17][C:18]([N:21]3[CH2:26][CH2:25][CH2:24][C@H:23]([NH:27][C:28](=[O:34])[O:29][C:30]([CH3:33])([CH3:32])[CH3:31])[CH2:22]3)=[N:19][CH:20]=1)=[N:11][C:10](Cl)=[CH:9][CH:8]=2)(=[O:3])[CH3:2].[Cl:36][C:37]1[CH:42]=[C:41](B2OC(C)(C)C(C)(C)O2)[CH:40]=[C:39]([F:52])[C:38]=1[OH:53]>>[C:1]([C:4]1[CH:5]=[N:6][C:7]2[C:12]([C:13]=1[NH:14][C:15]1[CH:16]=[CH:17][C:18]([N:21]3[CH2:26][CH2:25][CH2:24][C@H:23]([NH:27][C:28](=[O:34])[O:29][C:30]([CH3:31])([CH3:33])[CH3:32])[CH2:22]3)=[N:19][CH:20]=1)=[N:11][C:10]([C:41]1[CH:40]=[C:39]([F:52])[C:38]([OH:53])=[C:37]([Cl:36])[CH:42]=1)=[CH:9][CH:8]=2)(=[O:3])[CH3:2]. Procedure: Following general procedure II, (S)-tert-butyl (1-{5-[(3-acetyl-6-chloro-1,5-naphthyridin-4-yl)amino]pyridin-2-yl}piperidin-3-yl)carbamate (100 mg, 0.20 mmol) was reacted with 2-chloro-6-fluoro-4-(4,4,5,5-tetramethyl-1,3,2-dioxaborolan-2-yl)phenol (82 mg, 0.30 mmol) to afford the crude product (72 mg) which was carried forward without any purification: ESI MS m/z 607 [M+H]+. Starting materials: CNN1C(SCC1=O)=O (3-methylaminothiazolidine-2,4-dione), ClC1=CC(=C(CN2N=CC3=CC(=CC=C23)C=O)C=C1)C(F)(F)F ([4-chloro-2-(trifluoromethyl)benzyl]-1H-indazol-5-carbaldehyde). Yields the product ClC1=CC(=C(CN2N=CC3=CC(=CC=C23)\C=C/2\C(N(C(S2)=O)NC)=O)C=C1)C(F)(F)F ((5Z)-5-({1-[4-Chloro-2-(trifluoromethyl)benzyl]-1H-indazol-5-yl}methylidene)-3-(methylamino)-1,3-thiazolidine-2,4-dione). Reaction SMILES: [CH3:1][NH:2][N:3]1[C:7](=[O:8])[CH2:6][S:5][C:4]1=[O:9].[Cl:10][C:11]1[CH:28]=[CH:27][C:14]([CH2:15][N:16]2[C:24]3[C:19](=[CH:20][C:21]([CH:25]=O)=[CH:22][CH:23]=3)[CH:18]=[N:17]2)=[C:13]([C:29]([F:32])([F:31])[F:30])[CH:12]=1>>[Cl:10][C:11]1[CH:28]=[CH:27][C:14]([CH2:15][N:16]2[C:24]3[C:19](=[CH:20][C:21](/[CH:25]=[C:6]4/[C:7](=[O:8])[N:3]([NH:2][CH3:1])[C:4](=[O:9])[S:5]/4)=[CH:22][CH:23]=3)[CH:18]=[N:17]2)=[C:13]([C:29]([F:30])([F:32])[F:31])[CH:12]=1. Procedure details: (5Z)-5-({1-[4-Chloro-2-(trifluoromethyl)benzyl]-1H-indazol-5-yl}methylidene)-3-(methylamino)-1,3-thiazolidine-2,4-dione was prepared from 3-methylaminothiazolidine-2,4-dione (from Example 357) and [4-chloro-2-(trifluoromethyl)benzyl]-1H-indazol-5-carbaldehyde (from Example 1) following General Procedure E. Reactants: O=C([O-])[O-], Cc1ccc(S(=O)(=O)Cl)cc1, CCC(C)=O, [K+], [K+], COC(=O)c1ccc2cc[nH]c2c1. The product is COC(=O)c1ccc2ccn(S(=O)(=O)c3ccc(C)cc3)c2c1. Reaction SMILES: [C:25](=[O:26])([O-:27])[O-:28].[CH3:14][c:15]1[cH:16][cH:17][c:18]([S:21](=[O:22])(=[O:23])[Cl:24])[cH:19][cH:20]1.[CH3:31][C:32](=[O:33])[CH2:34][CH3:35].[K+:29].[K+:30].[nH:1]1[cH:2][cH:3][c:4]2[cH:5][cH:6][c:7]([C:10](=[O:11])[O:12][CH3:13])[cH:8][c:9]12>>[n:1]1([S:21]([c:18]2[cH:17][cH:16][c:15]([CH3:14])[cH:20][cH:19]2)(=[O:22])=[O:23])[cH:2][cH:3][c:4]2[cH:5][cH:6][c:7]([C:10](=[O:11])[O:12][CH3:13])[cH:8][c:9]12. Reactants: COc1cc(C(=O)N(C)c2ccc(C)cc2OCCCCCC(=O)N2CCC(N(C)C)CC2)ccc1NC(=O)c1ccccc1OC(C)=O, CO, [Na+], [OH-]. Product: COc1cc(C(=O)N(C)c2ccc(C)cc2OCCCCCC(=O)N2CCC(N(C)C)CC2)ccc1NC(=O)c1ccccc1O. As a reaction SMILES: [C:1](=[O:2])([CH3:3])[O:4][c:5]1[c:6]([C:7](=[O:8])[NH:9][c:10]2[c:11]([O:44][CH3:45])[cH:12][c:13]([C:14](=[O:15])[N:16]([c:17]3[c:18]([O:24][CH2:25][CH2:26][CH2:27][CH2:28][CH2:29][C:30](=[O:31])[N:32]4[CH2:33][CH2:34][CH:35]([N:38]([CH3:39])[CH3:40])[CH2:36][CH2:37]4)[cH:19][c:20]([CH3:23])[cH:21][cH:22]3)[CH3:41])[cH:42][cH:43]2)[cH:46][cH:47][cH:48][cH:49]1.[CH3:52][OH:53].[Na+:51].[OH-:50]>>[OH:4][c:5]1[c:6]([C:7](=[O:8])[NH:9][c:10]2[c:11]([O:44][CH3:45])[cH:12][c:13]([C:14](=[O:15])[N:16]([c:17]3[c:18]([O:24][CH2:25][CH2:26][CH2:27][CH2:28][CH2:29][C:30](=[O:31])[N:32]4[CH2:33][CH2:34][CH:35]([N:38]([CH3:39])[CH3:40])[CH2:36][CH2:37]4)[cH:19][c:20]([CH3:23])[cH:21][cH:22]3)[CH3:41])[cH:42][cH:43]2)[cH:46][cH:47][cH:48][cH:49]1. Starting materials: C([O-])([O-])=O.[K+].[K+] (potassium carbonate), [BH4-].[Na+] (sodium borohydride), NC1=C(CO)C=CC=C1 (2-aminobenzyl alcohol), O.O.O.C(C)(=O)[O-].[Na+] (sodium acetate trihydrate). The solvent is [OH-].[Na+] (sodium hydroxide), CC(=O)C (acetone), C(C)O (ethanol), O (water), C(C)(=O)O (acetic acid). The product is C(C)(C)NC1=C(CO)C=CC=C1 (2-isopropylaminobenzyl alcohol). Reaction SMILES: [BH4-].[Na+].[NH2:3][C:4]1[CH:11]=[CH:10][CH:9]=[CH:8][C:5]=1[CH2:6][OH:7].O.O.O.[C:15]([O-])(=O)[CH3:16].[Na+].[C:20](=O)([O-])[O-].[K+].[K+]>[OH-].[Na+].CC(C)=O.C(O)C.O.C(O)(=O)C>[CH:15]([NH:3][C:4]1[CH:11]=[CH:10][CH:9]=[CH:8][C:5]=1[CH2:6][OH:7])([CH3:16])[CH3:20] |f:0.1,3.4.5.6.7,8.9.10,11.12|. Procedure details: While maintaining at 0° to 5° C., a solution of 140 g of sodium borohydride in 500 ml of 0.5% sodium hydroxide aqueous solution was dropwise added over 2 hours to a solution mixture of 150 g of 2-aminobenzyl alcohol, 300 g of sodium acetate trihydrate, 850 ml of acetic acid, 950 ml of water, 275 ml of ethanol and 500 ml of acetone. Stirring was continued at the same temperature for an hour. Thereafter the reaction mixture was neutralized with potassium carbonate, followed by extraction with hexa...